The task is: describe an organic reaction: reactants, conditions, products, and yield. This data is from the Open Reaction Database (ORD), a public repository of structured organic reaction records. Starting materials: ClC1=C(C=NC(=C1)Cl)C(=O)N (4,6-dichloropyridine-3-carboxamide), N (ammonia), steel. The solvent is O1CCOCC1 (1,4-dioxane), steel. The product is NC1=C(C=NC(=C1)Cl)C(=O)N (4-amino-6-chloro-pyridine-3-carboxamide). Reaction SMILES: Cl[C:2]1[CH:7]=[C:6]([Cl:8])[N:5]=[CH:4][C:3]=1[C:9]([NH2:11])=[O:10].[NH3:12]>O1CCOCC1>[NH2:12][C:2]1[CH:7]=[C:6]([Cl:8])[N:5]=[CH:4][C:3]=1[C:9]([NH2:11])=[O:10]. Procedure details: To a well stirred solution of 4,6-dichloropyridine-3-carboxamide (11.0 g, 57.59 mmol) in 1,4-dioxane (20 mL) in steel bomb was added the liquid ammonia (50 mL, 57.59 mmol). The steel bomb was closed and heated the reaction to 100° C. for 9 h. The progress of the displacement reaction was monitored by TLC and LCMS. After completion the solid formed was filtered. The filtrate was also concentrated as it also contains 50% product. The combined solids were dried under vacuum to afford 4-amino-6-chlo... Reactants: COC1=C(C=CC=C1)NC(NC=1SC=C(N1)C(C(=O)OCC)=O)=O (ethyl 2-(3-o-methoxyphenylureido)thiazol-4-ylglyoxylate), S1C(=S)N(C(=O)C1)CC(=O)O (rhodanine-3-acetic acid), [Cl-].[NH4+] (ammonium chloride), N (ammonia). The solvent is C(C)O (ethanol). Yields the product O.COC1=C(C=CC=C1)NC(NC=1SC=C(N1)C(C(=O)OCC)=C1C(N(C(S1)=S)CC(=O)O)=O)=O ({1-[2-(3-o-Methoxyphenylureido)thiazol-4-yl]-1-ethoxycarbonylmethylene}rhodanine-3-acetic acid monohydrate). RXN SMILES: [CH3:1][O:2][C:3]1[CH:8]=[CH:7][CH:6]=[CH:5][C:4]=1[NH:9][C:10](=[O:24])[NH:11][C:12]1[S:13][CH:14]=[C:15]([C:17](=O)[C:18]([O:20][CH2:21][CH3:22])=[O:19])[N:16]=1.[S:25]1[CH2:31][C:29](=[O:30])[N:28]([CH2:32][C:33]([OH:35])=[O:34])[C:26]1=[S:27].[Cl-].[NH4+].N>C(O)C>[OH2:2].[CH3:1][O:2][C:3]1[CH:8]=[CH:7][CH:6]=[CH:5][C:4]=1[NH:9][C:10](=[O:24])[NH:11][C:12]1[S:13][CH:14]=[C:15]([C:17](=[C:31]2[S:25][C:26](=[S:27])[N:28]([CH2:32][C:33]([OH:35])=[O:34])[C:29]2=[O:30])[C:18]([O:20][CH2:21][CH3:22])=[O:19])[N:16]=1 |f:2.3,6.7|. Procedure details: Following a procedure similar to that described in Example 1, the desired compound was prepared from 1.75 g of ethyl 2-(3-o-methoxyphenylureido)thiazol-4-ylglyoxylate, 0.95 g of rhodanine-3-acetic acid, 0.5 g of ammonium chloride, 0.5 ml of 28% v/v aqueous ammonia and 25 ml of ethanol. The resulting product was a yellow powder having the following physical properties. The reactants are CCOC(=O)CBr, O=C([O-])[O-], O=C([O-])O, Cc1cc(O)c2cccc(OCc3ccccc3)c2n1, ClCCl, [K+], [K+], [Na+], CN(C)C=O. Yields the product CCOC(=O)COc1cc(C)nc2c(OCc3ccccc3)cccc12. Reaction SMILES: [Br:27][CH2:28][C:29](=[O:30])[O:31][CH2:32][CH3:33].[C:21](=[O:22])([O-:23])[O-:24].[C:34](=[O:35])([OH:36])[O-:37].[CH2:1]([c:2]1[cH:3][cH:4][cH:5][cH:6][cH:7]1)[O:8][c:9]1[cH:10][cH:11][cH:12][c:13]2[c:14]([OH:20])[cH:15][c:16]([CH3:19])[n:17][c:18]12.[Cl:44][CH2:45][Cl:46].[K+:25].[K+:26].[Na+:38].[O:39]=[CH:40][N:41]([CH3:42])[CH3:43]>>[CH2:1]([c:2]1[cH:3][cH:4][cH:5][cH:6][cH:7]1)[O:8][c:9]1[cH:10][cH:11][cH:12][c:13]2[c:14]([O:20][CH2:28][C:29](=[O:30])[O:31][CH2:32][CH3:33])[cH:15][c:16]([CH3:19])[n:17][c:18]12. The reactants are ester, 349g, C(CCC)OCCO (2 -Butoxyethanol), 232g, C(CCC(=O)C)(=O)O (levulinic acid), CCCCCCCC(=O)O[Sn](CCCC)(CCCC)OC(=O)CCCCCCC (dibutyl tin dioctoate). The solvent is C=1(C(=CC=CC1)C)C (xylene). Product: C(CCC(=O)C)(=O)OCCOCCCC (2-Butoxyethyl Levulinate). Reaction SMILES: [CH2:1]([O:5][CH2:6][CH2:7]O)[CH2:2][CH2:3][CH3:4].[C:9]([OH:16])(=[O:15])[CH2:10][CH2:11][C:12]([CH3:14])=[O:13].CCCCCCCC(O[Sn](OC(CCCCCCC)=O)(CCCC)CCCC)=O>C1(C)C(C)=CC=CC=1>[C:9]([O:16][CH2:7][CH2:6][O:5][CH2:1][CH2:2][CH2:3][CH3:4])(=[O:15])[CH2:10][CH2:11][C:12]([CH3:14])=[O:13]. Procedure: 2 -Butoxyethanol (Butyl Cellosolve) 354g (3 mol), 232g (2 mol) levulinic acid and 1.5g dibutyl tin dioctoate were heated with a xylene azeotrope for 24 hours 151°-177° to AN 2.3 while collecting 42g water. Product was washed with sat. NaHCO3 and water, dried with anhy. MgSO4 and distilled. Ester product was collected in fr 2 and 3 120°-131° 1 mm. Yield was 349g, 81%, 96% ester product by gc.